Dataset: the Open Reaction Database (ORD), a public repository of structured organic reaction records. Task: describe an organic reaction: reactants, conditions, products, and yield Reaction SMILES: [B-:1]([F:2])([F:3])([F:4])[F:5].[CH3:23][N:24]1[CH2:25][CH2:26][O:27][CH2:28][CH2:29]1.[ClH:30].[F:49][C:50]([c:51]1[cH:52][c:53]([N:57]2[CH2:58][CH2:59][NH:60][CH2:61][CH2:62]2)[cH:54][cH:55][cH:56]1)([F:63])[F:64].[O:65]=[CH:66][N:67]([CH3:68])[CH3:69].[c:31]1([CH:37]2[CH2:38][CH2:39][c:40]3[n:41]([cH:43][c:44]([C:46](=[O:47])[OH:48])[n:45]3)[CH2:42]2)[cH:32][cH:33][cH:34][cH:35][cH:36]1.[n:6]1([O:7][C:8]([N:9]([CH3:10])[CH3:11])=[N+:12]([CH3:13])[CH3:14])[c:15]2[cH:16][cH:17][cH:18][cH:19][c:20]2[n:21][n:22]1>>[c:31]1([CH:37]2[CH2:38][CH2:39][c:40]3[n:41]([cH:43][c:44]([C:46](=[O:48])[N:60]4[CH2:59][CH2:58][N:57]([c:53]5[cH:52][c:51]([C:50]([F:49])([F:63])[F:64])[cH:56][cH:55][cH:54]5)[CH2:62][CH2:61]4)[n:45]3)[CH2:42]2)[cH:32][cH:33][cH:34][cH:35][cH:36]1. Product: O=C(c1cn2c(n1)CCC(c1ccccc1)C2)N1CCN(c2cccc(C(F)(F)F)c2)CC1. The reactants are F[B-](F)(F)F, CN1CCOCC1, Cl, FC(F)(F)c1cccc(N2CCNCC2)c1, CN(C)C=O, O=C(O)c1cn2c(n1)CCC(c1ccccc1)C2, CN(C)C(On1nnc2ccccc21)=[N+](C)C. The reactants are N#Cc1ccccc1N1CCC(=O)CC1, OCC1CCCNC1. The product is N#Cc1ccccc1N1CCC(N2CCCC(CO)C2)CC1. RXN SMILES: [O:9]=[C:10]1[CH2:11][CH2:12][N:13]([c:16]2[c:17]([C:18]#[N:19])[cH:20][cH:21][cH:22][cH:23]2)[CH2:14][CH2:15]1.[OH:1][CH2:2][CH:3]1[CH2:4][NH:5][CH2:6][CH2:7][CH2:8]1>>[OH:1][CH2:2][CH:3]1[CH2:4][N:5]([CH:10]2[CH2:11][CH2:12][N:13]([c:16]3[c:17]([C:18]#[N:19])[cH:20][cH:21][cH:22][cH:23]3)[CH2:14][CH2:15]2)[CH2:6][CH2:7][CH2:8]1. The reactants are O=C([O-])[O-], Cc1nc(-n2cnn(CCOS(C)(=O)=O)c2=O)sc1C(=O)NCc1cccnc1, NCc1ccc(F)cc1, [K+], [K+], C1CCOC1. Yields the product Cc1nc(-n2cnn(CCOC(=O)NCc3ccc(F)cc3)c2=O)sc1C(=O)NCc1cccnc1. As a reaction SMILES: [C:30]([O-:31])([O-:32])=[O:33].[CH3:1][S:2](=[O:3])(=[O:4])[O:5][CH2:6][CH2:7][n:8]1[n:9][cH:10][n:11](-[c:14]2[s:15][c:16]([C:20]([NH:21][CH2:22][c:23]3[cH:24][n:25][cH:26][cH:27][cH:28]3)=[O:29])[c:17]([CH3:19])[n:18]2)[c:12]1=[O:13].[F:36][c:37]1[cH:38][cH:39][c:40]([CH2:43][NH2:44])[cH:41][cH:42]1.[K+:34].[K+:35].[O:45]1[CH2:46][CH2:47][CH2:48][CH2:49]1>>[O:5]([CH2:6][CH2:7][n:8]1[n:9][cH:10][n:11](-[c:14]2[s:15][c:16]([C:20]([NH:21][CH2:22][c:23]3[cH:24][n:25][cH:26][cH:27][cH:28]3)=[O:29])[c:17]([CH3:19])[n:18]2)[c:12]1=[O:13])[C:30](=[O:33])[NH:44][CH2:43][c:40]1[cH:39][cH:38][c:37]([F:36])[cH:42][cH:41]1. The solvent is C(C)O.O (ethanol water), CN(P(=O)(N(C)C)N(C)C)C (hexamethylphosphoramide). Reaction SMILES: CS(O[CH2:6][CH2:7][CH2:8][CH2:9][CH2:10][CH2:11][CH2:12][CH2:13][CH2:14][CH:15]=[CH2:16])(=O)=O.[NH2:17][C:18]1[CH:28]=[CH:27][C:21]([C:22]([O:24][CH2:25][CH3:26])=[O:23])=[CH:20][CH:19]=1.C(O)C>CN(C)P(N(C)C)(N(C)C)=O.C(O)C.O>[CH2:6]([NH:17][C:18]1[CH:19]=[CH:20][C:21]([C:22]([O:24][CH2:25][CH3:26])=[O:23])=[CH:27][CH:28]=1)[CH2:7][CH2:8][CH2:9][CH2:10][CH2:11][CH2:12][CH2:13][CH2:14][CH:15]=[CH2:16] |f:4.5|. Yields the product C(CCCCCCCCC=C)NC1=CC=C(C(=O)OCC)C=C1 (ethyl 4-(10-undecenylamino)benzoate). The reactants are CS(=O)(=O)OCCCCCCCCCC=C (1-methanesulfonyloxy-10-undecene), NC1=CC=C(C(=O)OCC)C=C1 (ethyl p-aminobenzoate), C(C)O (ethanol). Procedure details: A solution of 14.0 g. of 1-methanesulfonyloxy-10-undecene and 19.8 g. of ethyl p-aminobenzoate in hexamethylphosphoramide is heated at 120° C. for 20 hours. After cooling the reaction mixture is diluted with ethanol:water (1:1) (30 ml.) and chilled. More ethanol is added and the solid material is collected. This solid is recrystallized from ethanol to yield ethyl 4-(10-undecenylamino)benzoate as a white solid. The reactants are ClCC(=O)OCC (ethyl chloroacetate), C(=O)OCC (ethyl formate), [O-]CC.[Na+] (sodium ethoxide), C(C)O (ethanol). Solvent: C(C)OCC (diethyl ether), C(C)OCC (diethyl ether). Run at time 8 hour. Product: ClC(C(=O)OCC)C=O (Ethyl 2-chloro-3-oxopropanoate). As a reaction SMILES: [O-:1][CH2:2]C.[Na+].C(O)C.[Cl:8][CH2:9][C:10]([O:12][CH2:13][CH3:14])=[O:11].C(OCC)=O>C(OCC)C>[Cl:8][CH:9]([CH:2]=[O:1])[C:10]([O:12][CH2:13][CH3:14])=[O:11] |f:0.1|. Procedure details: 139 ml of a 21% strength solution of sodium ethoxide in ethanol (371 mmol, 0.91 equivalents) were initially charged in 200 ml of diethyl ether, and a solution consisting of 43.7 ml of ethyl chloroacetate (408 mmol, 1 equivalent) and 32.9 ml of ethyl formate (408 mmol, 1 equivalent) in 150 ml of diethyl ether was added dropwise at RT. The reaction mixture was stirred overnight and the solid was filtered off and washed with diethyl ether. The solid was dissolved in water and the aqueous phase was,... The reactants are CC(C)=O, CCOC(C)=O, Cl, COc1cc(-c2csc3c(C#CCNC4CCC5(CC4)OCCO5)cnc(N)c23)ccc1NC(=O)c1cc2ccccc2n1C, [Na+], [Na+], O=C([O-])[O-], O. Product: COc1cc(-c2csc3c(C#CCNC4CCC(=O)CC4)cnc(N)c23)ccc1NC(=O)c1cc2ccccc2n1C. Reaction SMILES: [CH3:54][C:55](=[O:56])[CH3:57].[CH3:58][CH2:59][O:60][C:61](=[O:62])[CH3:63].[ClH:46].[NH2:1][c:2]1[n:3][cH:4][c:5]([C:32]#[C:33][CH2:34][NH:35][CH:36]2[CH2:37][CH2:38][C:39]3([O:40][CH2:43][CH2:42][O:41]3)[CH2:44][CH2:45]2)[c:6]2[c:7]1[c:8](-[c:11]1[cH:12][c:13]([O:30][CH3:31])[c:14]([NH:17][C:18](=[O:19])[c:20]3[n:21]([CH3:29])[c:22]4[cH:23][cH:24][cH:25][cH:26][c:27]4[cH:28]3)[cH:15][cH:16]1)[cH:9][s:10]2.[Na+:47].[Na+:48].[O-:49][C:50](=[O:51])[O-:52].[OH2:53]>>[NH2:1][c:2]1[n:3][cH:4][c:5]([C:32]#[C:33][CH2:34][NH:35][CH:36]2[CH2:37][CH2:38][C:39](=[O:40])[CH2:44][CH2:45]2)[c:6]2[c:7]1[c:8](-[c:11]1[cH:12][c:13]([O:30][CH3:31])[c:14]([NH:17][C:18](=[O:19])[c:20]3[n:21]([CH3:29])[c:22]4[cH:23][cH:24][cH:25][cH:26][c:27]4[cH:28]3)[cH:15][cH:16]1)[cH:9][s:10]2. The reactants are C#Cc1ccc(OC)c(OC)c1, CCCCCCC, Cc1ccc(S(=O)(=O)Oc2ccc(OC(F)(F)F)cc2)cc1. The product is COc1ccc(C#Cc2ccc(OC(F)(F)F)cc2)cc1OC. As a reaction SMILES: [C:23](#[CH:24])[c:25]1[cH:26][c:27]([O:33][CH3:34])[c:28]([O:31][CH3:32])[cH:29][cH:30]1.[CH3:35][CH2:36][CH2:37][CH2:38][CH2:39][CH2:40][CH3:41].[F:1][C:2]([O:3][c:4]1[cH:5][cH:6][c:7]([O:10][S:11]([c:12]2[cH:13][cH:14][c:15]([CH3:16])[cH:17][cH:18]2)(=[O:19])=[O:20])[cH:8][cH:9]1)([F:21])[F:22]>>[F:1][C:2]([O:3][c:4]1[cH:5][cH:6][c:7]([C:24]#[C:23][c:25]2[cH:26][c:27]([O:33][CH3:34])[c:28]([O:31][CH3:32])[cH:29][cH:30]2)[cH:8][cH:9]1)([F:21])[F:22]. The reactants are C(C)(C)O (isopropyl alcohol), ClC1=C(N)C=C(C(=C1)[N+](=O)[O-])C (2-chloro-5-methyl-p-nitroaniline), [OH-].[K+] (potassium hydroxide). The reagents and catalysts are C1(C(C=CC=C1)=O)=O (1,2-benzoquinone). Solvent: O (water). The product is ClC1=C(C=C(C(=C1)N)C)N (2-chloro-5-methyl-p-phenylenediamine). Isolated yield 91.4%. RXN SMILES: C(O)(C)C.[Cl:5][C:6]1[CH:12]=[C:11]([N+:13]([O-])=O)[C:10]([CH3:16])=[CH:9][C:7]=1[NH2:8].[OH-].[K+]>C1(=O)C=CC=CC1=O.O>[Cl:5][C:6]1[CH:12]=[C:11]([NH2:13])[C:10]([CH3:16])=[CH:9][C:7]=1[NH2:8] |f:2.3|. Procedure: A reaction vessel was charged with 60 g of isopropyl alcohol, 50 g of water, 37.3 g of 2-chloro-5-methyl-p-nitroaniline, 5 g of potassium hydroxide and 0.6 g of 1,2-benzoquinone, and then the same procedure as in Example 1 was followed, to obtain 28.6 g of 2-chloro-5-methyl-p-phenylenediamine. Reactants: CC1(OCCO1)CCCCN1N=C(C=C1)N (1-[4-(2-methyl-[1,3]dioxolan-2-yl)-butyl]-1H-pyrazol-3-ylamine), C1(=C(C=CC=C1)/C=C/C(=O)O)C ((E)-3-o-tolyl-acrylic acid). Yields the product O=C(CCCCN1N=C(C=C1)NC(\C=C\C1=C(C=CC=C1)C)=O)C ((E)-N-[1-(5-Oxo-hexyl)-1H-pyrazol-3-yl]-3-o-tolyl-acrylamide). RXN SMILES: [CH3:1][C:2]1([CH2:7][CH2:8][CH2:9][CH2:10][N:11]2[CH:15]=[CH:14][C:13]([NH2:16])=[N:12]2)[O:6]CCO1.[C:17]1([CH3:28])[CH:22]=[CH:21][CH:20]=[CH:19][C:18]=1/[CH:23]=[CH:24]/[C:25](O)=[O:26]>>[O:6]=[C:2]([CH3:1])[CH2:7][CH2:8][CH2:9][CH2:10][N:11]1[CH:15]=[CH:14][C:13]([NH:16][C:25](=[O:26])/[CH:24]=[CH:23]/[C:18]2[CH:19]=[CH:20][CH:21]=[CH:22][C:17]=2[CH3:28])=[N:12]1. Procedure: Following general procedure B followed by either C or D, starting from 1-[4-(2-methyl-[1,3]dioxolan-2-yl)-butyl]-1H-pyrazol-3-ylamine and (E)-3-o-tolyl-acrylic acid. The reactants are O=C(O)C1(C(=O)OCc2ccccc2)CC1, CN1CCOCC1, NC(=O)c1cc(Oc2cc(F)c(N)cc2F)ccn1, C1CCOC1, O=S(Cl)Cl. The product is NC(=O)c1cc(Oc2cc(F)c(NC(=O)C3(C(=O)OCc4ccccc4)CC3)cc2F)ccn1. Reaction SMILES: [CH2:1]([c:2]1[cH:3][cH:4][cH:5][cH:6][cH:7]1)[O:8][C:9](=[O:10])[C:11]1([C:14](=[O:15])[OH:16])[CH2:12][CH2:13]1.[CH3:17][N:18]1[CH2:19][CH2:20][O:21][CH2:22][CH2:23]1.[NH2:28][c:29]1[cH:30][c:31]([F:46])[c:32]([O:33][c:34]2[cH:35][c:36]([C:40](=[O:41])[NH2:42])[n:37][cH:38][cH:39]2)[cH:43][c:44]1[F:45].[O:47]1[CH2:48][CH2:49][CH2:50][CH2:51]1.[S:24]([Cl:25])([Cl:26])=[O:27]>>[CH2:1]([c:2]1[cH:3][cH:4][cH:5][cH:6][cH:7]1)[O:8][C:9](=[O:10])[C:11]1([C:14](=[O:16])[NH:28][c:29]2[cH:30][c:31]([F:46])[c:32]([O:33][c:34]3[cH:35][c:36]([C:40](=[O:41])[NH2:42])[n:37][cH:38][cH:39]3)[cH:43][c:44]2[F:45])[CH2:12][CH2:13]1.